Dataset: the Open Reaction Database (ORD), a public repository of structured organic reaction records. Task: describe an organic reaction: reactants, conditions, products, and yield Reactants: O=C1NC(=S)SC1=Cc1ccc2c(cnn2Cc2ccc(C(F)(F)F)cc2C(F)(F)F)c1, CI. Yields the product CSC1=NC(=O)C(=Cc2ccc3c(cnn3Cc3ccc(C(F)(F)F)cc3C(F)(F)F)c2)S1. RXN SMILES: [F:1][C:2]([c:3]1[c:4]([CH2:5][n:6]2[n:7][cH:8][c:9]3[cH:10][c:11]([CH:15]=[C:16]4[C:17](=[O:22])[NH:18][C:19](=[S:21])[S:20]4)[cH:12][cH:13][c:14]23)[cH:23][cH:24][c:25]([C:27]([F:28])([F:29])[F:30])[cH:26]1)([F:31])[F:32].[I:33][CH3:34]>>[F:1][C:2]([c:3]1[c:4]([CH2:5][n:6]2[n:7][cH:8][c:9]3[cH:10][c:11]([CH:15]=[C:16]4[C:17](=[O:22])[N:18]=[C:19]([S:21][CH3:34])[S:20]4)[cH:12][cH:13][c:14]23)[cH:23][cH:24][c:25]([C:27]([F:28])([F:29])[F:30])[cH:26]1)([F:31])[F:32]. The reactants are COc1ccc(CCl)cc1, CO, Cl, C1=C(c2cc3ccccc3s2)CCNC1. Product: COc1ccc(CN2CC=C(c3cc4ccccc4s3)CC2)cc1. As a reaction SMILES: [CH3:17][O:18][c:19]1[cH:20][cH:21][c:22]([CH2:23][Cl:24])[cH:25][cH:26]1.[CH3:27][OH:28].[ClH:1].[s:2]1[c:3]([C:11]2=[CH:16][CH2:15][NH:14][CH2:13][CH2:12]2)[cH:4][c:5]2[c:6]1[cH:7][cH:8][cH:9][cH:10]2>>[s:2]1[c:3]([C:11]2=[CH:16][CH2:15][N:14]([CH2:23][c:22]3[cH:21][cH:20][c:19]([O:18][CH3:17])[cH:26][cH:25]3)[CH2:13][CH2:12]2)[cH:4][c:5]2[c:6]1[cH:7][cH:8][cH:9][cH:10]2. The reactants are C(C)(=O)OCC (ethyl acetate), SCCCCCC(=O)O (6-mercaptohexanoic acid), O (water), CSS(=O)(=O)C (methyl methanethiolsulfonate). Run in C(C)(=O)O (acetic acid), C(C)O (ethanol), [Cl-].[Na+] (sodium chloride). Run at time 8 hour. Product: CSSCCCCCC(=O)O (6-(methyldisulfanyl)hexanoic acid). Isolated yield 73.6%. As a reaction SMILES: [SH:1][CH2:2][CH2:3][CH2:4][CH2:5][CH2:6][C:7]([OH:9])=[O:8].O.[CH3:11][S:12]S(C)(=O)=O.C(OCC)(=O)C>C(O)C.[Cl-].[Na+].C(O)(=O)C>[CH3:11][S:12][S:1][CH2:2][CH2:3][CH2:4][CH2:5][CH2:6][C:7]([OH:9])=[O:8] |f:5.6|. Procedure: A reaction flask was cooled in an ice bath and charged with 6-mercaptohexanoic acid (500 mg, 3.37 mmol) and water (2 mL). The solution was stirred as methyl methanethiolsulfonate (468 mg, 3.71 mmol) dissolved in ethanol (1 mL) was added. The reaction was stirred overnight at room under an argon atmosphere. The reaction mixture was then diluted with saturated sodium chloride (400 mL) and extracted into ether (3×150 mL). The combined extracts were washed with the sodium chloride solution, dried ov... The reactants are CC(C)=CCBr, CCO, Cl, COC12C(C)CC(=O)CC13CCNC2Cc1ccc(O)cc13. Product: Cl, COC12C(C)CC(=O)CC13CCN(CC=C(C)C)C2Cc1ccc(O)cc13. As a reaction SMILES: [CH3:23][C:24](=[CH:25][CH2:26][Br:27])[CH3:28].[CH3:30][CH2:31][OH:32].[ClH:29].[OH:1][c:2]1[cH:3][cH:4][c:5]2[c:14]([cH:15]1)[C:13]13[C:8]([O:21][CH3:22])([CH:7]([CH2:6]2)[NH:18][CH2:17][CH2:16]1)[CH:9]([CH3:20])[CH2:10][C:11](=[O:19])[CH2:12]3>>[ClH:29].[OH:1][c:2]1[cH:3][cH:4][c:5]2[c:14]([cH:15]1)[C:13]13[C:8]([O:21][CH3:22])([CH:7]([CH2:6]2)[N:18]([CH2:26][CH:25]=[C:24]([CH3:23])[CH3:28])[CH2:17][CH2:16]1)[CH:9]([CH3:20])[CH2:10][C:11](=[O:19])[CH2:12]3. The reactants are CC(C)(C)[O-], ClCCl, Ic1cccnc1, [K+], O=C(C=Cc1ccccc1)C=Cc1ccccc1, O=C(C=Cc1ccccc1)C=Cc1ccccc1, O=C(C=Cc1ccccc1)C=Cc1ccccc1, [Pd], [Pd], O=C(Nc1nccs1)C(CC1CCOCC1)c1ccc(S)cc1. Yields the product O=C(Nc1nccs1)C(CC1CCOCC1)c1ccc(Sc2cccnc2)cc1. As a reaction SMILES: [CH3:31][C:32]([CH3:33])([O-:34])[CH3:35].[Cl:37][CH2:38][Cl:39].[I:1][c:2]1[cH:3][n:4][cH:5][cH:6][cH:7]1.[K+:36].[O:42]=[C:43]([CH:44]=[CH:45][c:46]1[cH:47][cH:48][cH:49][cH:50][cH:51]1)[CH:52]=[CH:53][c:54]1[cH:55][cH:56][cH:57][cH:58][cH:59]1.[O:60]=[C:61]([CH:62]=[CH:63][c:64]1[cH:65][cH:66][cH:67][cH:68][cH:69]1)[CH:70]=[CH:71][c:72]1[cH:73][cH:74][cH:75][cH:76][cH:77]1.[O:78]=[C:79]([CH:80]=[CH:81][c:82]1[cH:83][cH:84][cH:85][cH:86][cH:87]1)[CH:88]=[CH:89][c:90]1[cH:91][cH:92][cH:93][cH:94][cH:95]1.[Pd:40].[Pd:41].[SH:8][c:9]1[cH:10][cH:11][c:12]([CH:15]([C:16](=[O:17])[NH:18][c:19]2[s:20][cH:21][cH:22][n:23]2)[CH2:24][CH:25]2[CH2:26][CH2:27][O:28][CH2:29][CH2:30]2)[cH:13][cH:14]1>>[c:2]1([S:8][c:9]2[cH:10][cH:11][c:12]([CH:15]([C:16](=[O:17])[NH:18][c:19]3[s:20][cH:21][cH:22][n:23]3)[CH2:24][CH:25]3[CH2:26][CH2:27][O:28][CH2:29][CH2:30]3)[cH:13][cH:14]2)[cH:3][n:4][cH:5][cH:6][cH:7]1.